Dataset: the Open Reaction Database (ORD), a public repository of structured organic reaction records. Task: describe an organic reaction: reactants, conditions, products, and yield Reactants: [Si](C)(C)(C(C)(C)C)OC[C@H]1O[C@H]([C@H]2[C@@H]1OC(O2)(C)C)N2C1=NC=NC(=C1N=C2)Cl (9-[(3aR,4R,6R,6aR)-6-({[tert-butyl(dimethyl)silyl]oxy}methyl)-2,2-dimethyltetrahydrofuro[3,4-d][1,3]dioxol-4-yl]-6-chloro-9H-purine), C(CCC)[Sn](C=C)(CCCC)CCCC (tributyl(vinyl)stannane). The reagents and catalysts are Cl[Pd]([P](C1=CC=CC=C1)(C2=CC=CC=C2)C3=CC=CC=C3)([P](C4=CC=CC=C4)(C5=CC=CC=C5)C6=CC=CC=C6)Cl (Pd(Ph3P)2Cl2). Solvent: ClCCCl (1,2 dichloroethane). The product is [Si](C)(C)(C(C)(C)C)OC[C@H]1O[C@H]([C@H]2[C@@H]1OC(O2)(C)C)N2C1=NC=NC(=C1N=C2)C=C (9-[(3aR,4R,6R,6aR)-6-({[tert-butyl(dimethyl)silyl]oxy}methyl)-2,2-dimethyltetrahydrofuro[3,4-d][1,3]dioxol-4-yl]-6-vinyl-9H-purine). Yield: 67.2%. RXN SMILES: [Si:1]([O:8][CH2:9][C@@H:10]1[C@H:14]2[O:15][C:16]([CH3:19])([CH3:18])[O:17][C@H:13]2[C@H:12]([N:20]2[CH:28]=[N:27][C:26]3[C:21]2=[N:22][CH:23]=[N:24][C:25]=3Cl)[O:11]1)([C:4]([CH3:7])([CH3:6])[CH3:5])([CH3:3])[CH3:2].[CH2:30]([Sn](CCCC)(CCCC)C=C)[CH2:31]CC>ClCCCl.Cl[Pd](Cl)([P](C1C=CC=CC=1)(C1C=CC=CC=1)C1C=CC=CC=1)[P](C1C=CC=CC=1)(C1C=CC=CC=1)C1C=CC=CC=1>[Si:1]([O:8][CH2:9][C@@H:10]1[C@H:14]2[O:15][C:16]([CH3:19])([CH3:18])[O:17][C@H:13]2[C@H:12]([N:20]2[CH:28]=[N:27][C:26]3[C:21]2=[N:22][CH:23]=[N:24][C:25]=3[CH:30]=[CH2:31])[O:11]1)([C:4]([CH3:7])([CH3:6])[CH3:5])([CH3:3])[CH3:2] |^1:51,70|. Procedure details: To a solution of 9-[(3aR,4R,6R,6aR)-6-({[tert-butyl(dimethyl)silyl]oxy}methyl)-2,2-dimethyltetrahydrofuro[3,4-d][1,3]dioxol-4-yl]-6-chloro-9H-purine (330 mg, 0.74 mmol) and tributyl(vinyl)stannane (0.26 mL, 0.88 mmol) in 1,2 dichloroethane (10 mL) was added Pd(Ph3P)2Cl2 (26 mg, 0.03 mmol) and the r×n mixture was heated at reflux overnight. The solvent was removed and the residue purified by flash chromatography (0 to 20% EtOAc/hexanes) to yield 215 mg (67%) of the title compound. Yields the product CC(O)C=CCC(C)CC(C)C. As a reaction SMILES: [BH4-:14].[C:16]([OH:17])(=[O:18])[CH:19]([CH:20]([C:21]([OH:22])=[O:23])[OH:24])[OH:25].[CH3:1][CH:2]([CH2:3][CH:4]=[CH:5][C:6]([CH3:7])=[O:8])[CH2:9][CH:10]([CH3:11])[CH3:12].[CH3:26][CH2:27][OH:28].[Na+:15].[OH2:13]>>[CH3:1][CH:2]([CH2:3][CH:4]=[CH:5][CH:6]([CH3:7])[OH:8])[CH2:9][CH:10]([CH3:11])[CH3:12]. The reactants are [BH4-], O=C(O)C(O)C(O)C(=O)O, CC(=O)C=CCC(C)CC(C)C, CCO, [Na+], O.